From a dataset of the Open Reaction Database (ORD), a public repository of structured organic reaction records. describe an organic reaction: reactants, conditions, products, and yield Reactants: ClC=1C=CC(=C(C(=O)O)C1)OC (5-chloro-2-methoxybenzoic acid), C(C)(C)(C)C1=CN(C(S1)=N)CC1CN(C1)C(=O)OC(C)(C)C (tert-butyl 3-((5-tert-butyl-2-iminothiazol-3(2H)-yl)methyl)azetidine-1-carboxylate), N (NH3). The product is C(C)(C)(C)C1=CN(/C(/S1)=N/C(C1=C(C=CC(=C1)Cl)OC)=O)CC1CN(C1)C(=O)OC(C)(C)C ((Z)-tert-butyl 3-((5-tert-butyl-2-(5-chloro-2-methoxybenzoylimino)thiazol-3(2H)-yl)methyl)azetidine-1-carboxylate). Reaction SMILES: [Cl:1][C:2]1[CH:3]=[CH:4][C:5]([O:11][CH3:12])=[C:6]([CH:10]=1)[C:7]([OH:9])=O.[C:13]([C:17]1[S:21][C:20](=[NH:22])[N:19]([CH2:23][CH:24]2[CH2:27][N:26]([C:28]([O:30][C:31]([CH3:34])([CH3:33])[CH3:32])=[O:29])[CH2:25]2)[CH:18]=1)([CH3:16])([CH3:15])[CH3:14].N>>[C:13]([C:17]1[S:21]/[C:20](=[N:22]\[C:7](=[O:9])[C:6]2[CH:10]=[C:2]([Cl:1])[CH:3]=[CH:4][C:5]=2[O:11][CH3:12])/[N:19]([CH2:23][CH:24]2[CH2:27][N:26]([C:28]([O:30][C:31]([CH3:34])([CH3:33])[CH3:32])=[O:29])[CH2:25]2)[CH:18]=1)([CH3:16])([CH3:14])[CH3:15]. Procedure details: The title compound was prepared according to the procedure described in Example 54A by substituting 5-chloro-2-methoxybenzoic acid for Example 26B and the product of Example 63A for Example 16A. 1H NMR (300 MHz, CHLOROFORM-D) δ ppm 1.34 (s, 9H) 1.44 (s, 9H) 3.10-3.30 (m, 1H) 3.77 (dd, J=9.12, 5.16 Hz, 2H) 3.90 (s, 3H) 4.05 (t, J=8.53 Hz, 2H) 4.37 (s, 2H) 6.63 (s, 1H) 6.91 (d, J=8.73 Hz, 1H) 7.33 (dd, J=8.72, 2.78 Hz, 1H) 7.89 (d, J=2.78 Hz, 1H). MS (DCI/NH3) m/z 494.2 (M+H)+.